From a dataset of the Open Reaction Database (ORD), a public repository of structured organic reaction records. describe an organic reaction: reactants, conditions, products, and yield The reactants are CCOC(=O)c1c(Cl)c2cc(Cl)ccc2n(C)c1=O, C1COCCN1, O. Product: CCOC(=O)c1c(N2CCOCC2)c2cc(Cl)ccc2n(C)c1=O. RXN SMILES: [CH2:1]([CH3:2])[O:3][C:4](=[O:5])[c:6]1[c:7](=[O:19])[n:8]([CH3:18])[c:9]2[cH:10][cH:11][c:12]([Cl:17])[cH:13][c:14]2[c:15]1[Cl:16].[CH2:20]1[CH2:21][O:22][CH2:23][CH2:24][NH:25]1.[OH2:26]>>[CH2:1]([CH3:2])[O:3][C:4](=[O:5])[c:6]1[c:7](=[O:19])[n:8]([CH3:18])[c:9]2[cH:10][cH:11][c:12]([Cl:17])[cH:13][c:14]2[c:15]1[N:25]1[CH2:20][CH2:21][O:22][CH2:23][CH2:24]1. Reactants: N1C(=NC2=C1C=CC=C2)C(=O)C2=CC=C(C=C2)OC2=NC=CN=C2Cl ((1H-benzo[d]imidazol-2-yl)(4-(3-chloropyrazin-2-yloxy)phenyl)methanone), FC1=NC=CC=C1B(O)O (2-fluoropyridin-3-ylboronic acid), O.C([O-])([O-])=O.[Na+].[Na+] (sodium carbonate monohydrate), solution. The reagents and catalysts are C=1C=CC(=CC1)[P](C=2C=CC=CC2)(C=3C=CC=CC3)[Pd]([P](C=4C=CC=CC4)(C=5C=CC=CC5)C=6C=CC=CC6)([P](C=7C=CC=CC7)(C=8C=CC=CC8)C=9C=CC=CC9)[P](C=1C=CC=CC1)(C=1C=CC=CC1)C=1C=CC=CC1 (tetrakis(triphenylphosphine)palladium(0)). Solvent: O1CCOCC1 (1,4-dioxane), C(Cl)Cl (DCM). Reaction conditions: temperature 150 celsius. Yields the product N1C(=NC2=C1C=CC=C2)C(=O)C2=CC=C(C=C2)OC2=NC=CN=C2C=2C(=NC=CC2)F ((1H-benzo[d]imidazol-2-yl)(4-(3-(2-fluoropyridin-3-yl)pyrazin-2-yloxy)phenyl)methanone). As a reaction SMILES: [NH:1]1[C:5]2[CH:6]=[CH:7][CH:8]=[CH:9][C:4]=2[N:3]=[C:2]1[C:10]([C:12]1[CH:17]=[CH:16][C:15]([O:18][C:19]2[C:24](Cl)=[N:23][CH:22]=[CH:21][N:20]=2)=[CH:14][CH:13]=1)=[O:11].[F:26][C:27]1[C:32](B(O)O)=[CH:31][CH:30]=[CH:29][N:28]=1.O.C(=O)([O-])[O-].[Na+].[Na+]>O1CCOCC1.C(Cl)Cl.C1C=CC([P]([Pd]([P](C2C=CC=CC=2)(C2C=CC=CC=2)C2C=CC=CC=2)([P](C2C=CC=CC=2)(C2C=CC=CC=2)C2C=CC=CC=2)[P](C2C=CC=CC=2)(C2C=CC=CC=2)C2C=CC=CC=2)(C2C=CC=CC=2)C2C=CC=CC=2)=CC=1>[NH:1]1[C:5]2[CH:6]=[CH:7][CH:8]=[CH:9][C:4]=2[N:3]=[C:2]1[C:10]([C:12]1[CH:17]=[CH:16][C:15]([O:18][C:19]2[C:24]([C:32]3[C:27]([F:26])=[N:28][CH:29]=[CH:30][CH:31]=3)=[N:23][CH:22]=[CH:21][N:20]=2)=[CH:14][CH:13]=1)=[O:11] |f:2.3.4.5,^1:55,57,76,95|. Reported procedure: To a microwave safe 30 ml tubes were charged with (1H-benzo[d]imidazol-2-yl)(4-(3-chloropyrazin-2-yloxy)phenyl)methanone (0.500 g, 1.43 mmol), 2-fluoropyridin-3-ylboronic acid (0.241 g, 1.71 mmol), tetrakis(triphenylphosphine)palladium(0) (0.165 g, 0.143 mmol) and a 2M solution of sodium carbonate monohydrate (2.14 mL, 4.28 mmol) in 1,4-dioxane. The flasks were sealed and heated to 150° C. for 45 min in a microwave. The reaction mixture was diluted with DCM (75 mL), washed with water and brine. ...